describe an organic reaction: reactants, conditions, products, and yield From a dataset of the Open Reaction Database (ORD), a public repository of structured organic reaction records. Reactants: ClC=1C2=C(SC1C(=O)N[C@@H](C(=O)O)CC1=CC=CC=C1)C=C(C=C2)F ((R)-2-(3-chloro-6-fluorobenzo[b]thiophene-2-carboxamido)-3-phenylpropanoic acid), C(C)(C)(C)OC([C@@H](N)CC1=CC=CC=C1)=O ((S)-phenylalanine tert-butyl ester). Product: ClC=1C2=C(SC1C(=O)N[C@H](C(=O)O)CC1=CC=CC=C1)C=C(C=C2)F ((S)-2-(3-chloro-6-fluorobenzo[b]thiophene-2-carboxamido)-3-phenylpropanoic acid). As a reaction SMILES: [Cl:1][C:2]1[C:3]2[CH:24]=[CH:23][C:22]([F:25])=[CH:21][C:4]=2[S:5][C:6]=1[C:7]([NH:9][C@H:10]([CH2:14][C:15]1[CH:20]=[CH:19][CH:18]=[CH:17][CH:16]=1)[C:11]([OH:13])=[O:12])=[O:8].C(OC(=O)[C@H](CC1C=CC=CC=1)N)(C)(C)C>>[Cl:1][C:2]1[C:3]2[CH:24]=[CH:23][C:22]([F:25])=[CH:21][C:4]=2[S:5][C:6]=1[C:7]([NH:9][C@@H:10]([CH2:14][C:15]1[CH:20]=[CH:19][CH:18]=[CH:17][CH:16]=1)[C:11]([OH:13])=[O:12])=[O:8]. Reported procedure: Following the 4a synthetic method, using B1 (110.65 mg, 0.5 mmol) instead of A1 gave 4b as a white powder; (175.31 mg, 92.8%). [α]D25: +15.5 (c=0.38, CHCl3); 1H-NMR (300 MHz, acetone-d6): δ 8.03-7.77 (m, 3H), 7.44-7.25 (m, 6H), 5.03-4.97 (m, 1H), 3.45-3.26 (m, 2H); 13C NMR (300 MHz, acetone-d6): δ 163.90, 160.62, 159.50, 139.01, 136.65, 133.57, 129.50, 128.40, 126.88, 124.94, 115.15, 114.82, 109.31, 108.96, 54.06, 36.79; HRMS (ESI): calcd for: C18H13ClFNO3S [M+H]+=378.0361, obsd [M+H]+=378.0352. Starting materials: ClC1=NC(=NC=C1C(F)(F)F)NC1=C(C=C(CP(OCC)(OCC)=O)C=C1)OC (diethyl (4-{[4-chloro-5-(trifluoromethyl)pyrimidin-2-yl]amino}-3-methoxybenzyl)phosphonate), NC=1C=CC(=C2CN(C(C12)=O)C)[C@@H]1CC[C@H](CC1)O (7-amino-4-(trans-4-hydroxycyclohexyl)-2-methyl-2,3-dihydro-1H-isoindol-1-one). Yields the product Cl.O[C@@H]1CC[C@H](CC1)C=1C=CC(=C2C(N(CC12)C)=O)NC1=NC(=NC=C1C(F)(F)F)NC1=C(C=C(CP(OCC)(OCC)=O)C=C1)OC (Diethyl (4-{[4-{[7-(trans-4-hydroxycyclohexyl)-2-methyl-3-oxo-2,3-dihydro-1H-isoindol-4-yl]amino}-5-(trifluoromethyl)pyrimidin-2-yl]amino}-3-methoxybenzyl)phosphonate hydrochloride). RXN SMILES: [Cl:1][C:2]1[C:7]([C:8]([F:11])([F:10])[F:9])=[CH:6][N:5]=[C:4]([NH:12][C:13]2[CH:27]=[CH:26][C:16]([CH2:17][P:18](=[O:25])([O:22][CH2:23][CH3:24])[O:19][CH2:20][CH3:21])=[CH:15][C:14]=2[O:28][CH3:29])[N:3]=1.[NH2:30][C:31]1[CH:32]=[CH:33][C:34]([C@H:42]2[CH2:47][CH2:46][C@H:45]([OH:48])[CH2:44][CH2:43]2)=[C:35]2[C:39]=1[C:38](=[O:40])[N:37]([CH3:41])[CH2:36]2>>[ClH:1].[OH:48][C@H:45]1[CH2:46][CH2:47][C@H:42]([C:34]2[CH:33]=[CH:32][C:31]([NH:30][C:2]3[C:7]([C:8]([F:11])([F:9])[F:10])=[CH:6][N:5]=[C:4]([NH:12][C:13]4[CH:27]=[CH:26][C:16]([CH2:17][P:18](=[O:25])([O:22][CH2:23][CH3:24])[O:19][CH2:20][CH3:21])=[CH:15][C:14]=4[O:28][CH3:29])[N:3]=3)=[C:39]3[C:35]=2[CH2:36][N:37]([CH3:41])[C:38]3=[O:40])[CH2:43][CH2:44]1 |f:2.3|. Reported procedure: This compound was prepared in a manner analogous to Example 87 using diethyl (4-{[4-chloro-5-(trifluoromethyl)pyrimidin-2-yl]amino}-3-methoxybenzyl)phosphonate and 7-amino-4-(trans-4-hydroxycyclohexyl)-2-methyl-2,3-dihydro-1H-isoindol-1-one. Purification: ISCO Combi-flash RF system eluting with 0 to 5% MeOH in EtOAc. The pure product was dissolved in 1 mL of 12M HCl then concentrated in vacuo to afford the title compound as the HCl Salt: 1H NMR (400 MHz, DMSO-d6) δ10.60 (s, 1H), 9.10 (br. s., 1H... The reactants are O (Water), C(Br)(Br)(Br)Br (carbon tetrabromide), C1(=CC=CC=C1)P(C1=CC=CC=C1)C1=CC=CC=C1 (triphenylphosphine), OCCCC=1SC2=C(N1)C=C(C(=C2OC)OC)OC (2-(3-Hydroxypropyl)-5,6,7-trimethoxybenzothiazole). The solvent is ClCCl (dichloromethane). Reaction conditions: time 1 hour. Yields the product BrCCCC=1SC2=C(N1)C=C(C(=C2OC)OC)OC (2-(3-bromopropyl)-5,6,7-trimethoxy-benzothiazole). Reaction SMILES: O[CH2:2][CH2:3][CH2:4][C:5]1[S:6][C:7]2[C:13]([O:14][CH3:15])=[C:12]([O:16][CH3:17])[C:11]([O:18][CH3:19])=[CH:10][C:8]=2[N:9]=1.C(Br)(Br)(Br)[Br:21].C1(P(C2C=CC=CC=2)C2C=CC=CC=2)C=CC=CC=1.O>ClCCl>[Br:21][CH2:2][CH2:3][CH2:4][C:5]1[S:6][C:7]2[C:13]([O:14][CH3:15])=[C:12]([O:16][CH3:17])[C:11]([O:18][CH3:19])=[CH:10][C:8]=2[N:9]=1. Procedure: 2-(3-Hydroxypropyl)-5,6,7-trimethoxybenzothiazole (388 mg) was dissolved in dichloromethane (5 mL), carbon tetrabromide (590 mg) and triphenylphosphine (431 mg) were added to the solution at room temperature, and the mixture was vigorously stirred for 1 hour. Water was added to conduct extraction with dichloromethane, and the resultant organic layer was washed with saturated brine, dried over anhydrous magnesium sulfate and then concentrated under reduced pressure. The residue was purified by co... Starting materials: BrC=1C=CC(=NC1)Cl (5-Bromo-2-chloropyridine), P(=O)([O-])([O-])[O-].[K+].[K+].[K+] (potassium phosphate), NC1=NN(C=C1C(N)=O)C1(CCN(CC1)C(=O)OCC(F)(F)F)CC#N (2,2,2-trifluoroethyl 4-(3-amino-4-carbamoyl-1H-pyrazol-1-yl)-4-(cyanomethyl)piperidine-1-carboxylate), C(C)(C)(C)P(C1=C(C(=C(C(=C1C)C)C)C)C1=C(C=C(C=C1C(C)C)C(C)C)C(C)C)C(C)(C)C (2-di-t-butylphosphino-3,4,5,6-teramethyl-2′,4′,6′-triisopropylbiphenyl). The reagents and catalysts are C=1C=CC(=CC1)/C=C/C(=O)/C=C/C2=CC=CC=C2.C=1C=CC(=CC1)/C=C/C(=O)/C=C/C2=CC=CC=C2.C=1C=CC(=CC1)/C=C/C(=O)/C=C/C2=CC=CC=C2.[Pd].[Pd] (Pd2(dba)3). Run in O1CCOCC1 (1,4-dioxane). Run at temperature 90 celsius, time 2 hour. Yields the product C(N)(=O)C=1C(=NN(C1)C1(CCN(CC1)C(=O)OCC(F)(F)F)CC#N)NC=1C=NC(=CC1)Cl (2,2,2-trifluoroethyl 4-(4-carbamoyl-3-((6-chloropyridin-3-yl)amino)-1H-pyrazol-1-yl)-4-(cyanomethyl)piperidine-1-carboxylate). RXN SMILES: Br[C:2]1[CH:3]=[CH:4][C:5]([Cl:8])=[N:6][CH:7]=1.[NH2:9][C:10]1[C:14]([C:15](=[O:17])[NH2:16])=[CH:13][N:12]([C:18]2([CH2:32][C:33]#[N:34])[CH2:23][CH2:22][N:21]([C:24]([O:26][CH2:27][C:28]([F:31])([F:30])[F:29])=[O:25])[CH2:20][CH2:19]2)[N:11]=1.C(P(C(C)(C)C)C1C(C)=C(C)C(C)=C(C)C=1C1C(C(C)C)=CC(C(C)C)=CC=1C(C)C)(C)(C)C.P([O-])([O-])([O-])=O.[K+].[K+].[K+]>O1CCOCC1.C1C=CC(/C=C/C(/C=C/C2C=CC=CC=2)=O)=CC=1.C1C=CC(/C=C/C(/C=C/C2C=CC=CC=2)=O)=CC=1.C1C=CC(/C=C/C(/C=C/C2C=CC=CC=2)=O)=CC=1.[Pd].[Pd]>[C:15]([C:14]1[C:10]([NH:9][C:2]2[CH:7]=[N:6][C:5]([Cl:8])=[CH:4][CH:3]=2)=[N:11][N:12]([C:18]2([CH2:32][C:33]#[N:34])[CH2:23][CH2:22][N:21]([C:24]([O:26][CH2:27][C:28]([F:31])([F:30])[F:29])=[O:25])[CH2:20][CH2:19]2)[CH:13]=1)(=[O:17])[NH2:16] |f:3.4.5.6,8.9.10.11.12|. Procedure details: 5-Bromo-2-chloropyridine (206 mg, 1.07 mmol), 2,2,2-trifluoroethyl 4-(3-amino-4-carbamoyl-1H-pyrazol-1-yl)-4-(cyanomethyl)piperidine-1-carboxylate (400 mg, 1.07 mmol), Pd2(dba)3 (98 mg, 0.11 mmol), 2-di-t-butylphosphino-3,4,5,6-teramethyl-2′,4′,6′-triisopropylbiphenyl (154 mg, 0.321 mmol), and potassium phosphate (454 mg, 2.14 mmol) were combined in a 40 mL vial and dissolved in 1,4-dioxane (5.3 mL). The vial was capped, flushed with argon, and stirred at 90° C. for 2 hours. The mixture was cool... Starting materials: COC(N(C)C)OC (N,N-dimethylformamide dimethyl acetal), C(CCCCC)C1=CC=C(C=C1)CC(=O)OCC (ethyl 2-(4-hexylphenyl)acetate), COC(N(C)C)OC (N,N-dimethylformamide dimethyl acetal). Solvent: C(C)OCC (diethyl ether), CN(C=O)C (N,N-dimethylformamide). Conditions: temperature 60 celsius, time 18 hour. Yields the product CN(C=C(C(=O)OCC)C1=CC=C(C=C1)CCCCCC)C (ethyl 3-(dimethylamino)-2-(4-hexylphenyl)acrylate). RXN SMILES: [CH2:1]([C:7]1[CH:12]=[CH:11][C:10]([CH2:13][C:14]([O:16][CH2:17][CH3:18])=[O:15])=[CH:9][CH:8]=1)[CH2:2][CH2:3][CH2:4][CH2:5][CH3:6].CO[CH:21](OC)[N:22]([CH3:24])[CH3:23]>CN(C)C=O.C(OCC)C>[CH3:21][N:22]([CH3:24])[CH:23]=[C:13]([C:10]1[CH:11]=[CH:12][C:7]([CH2:1][CH2:2][CH2:3][CH2:4][CH2:5][CH3:6])=[CH:8][CH:9]=1)[C:14]([O:16][CH2:17][CH3:18])=[O:15]. Procedure: 0.50 g (2.0 mmol) of ethyl 2-(4-hexylphenyl)acetate was dissolved in 7 mL of N,N-dimethylformamide, mixed with 0.31 mL (2.3 mmol) of N,N-dimethylformamide dimethyl acetal and stirred at 60° C. for 18 hours. After the stirring, the reaction mixture was further mixed with 0.65 mL (4.9 mmol) of N,N-dimethylformamide dimethyl acetal and stirred at 60° C. for 24 hours. After completion of the reaction, the reaction mixture was diluted with diethyl ether and washed with saturated aqueous sodium hydrog... Starting materials: BrCC(C(C1=CC=CC=C1)C1=CC=CC=C1)=O (1-bromo-3,3-diphenyl-2-propanone), N1C(NCC=CC1)=S (1,3,4,7-tetrahydro-2H-1,3-diazepin-2-thione). Run in CC(=O)C (acetone), CC(=O)C (acetone). Run at time 3 hour. Product: Br.C1(=CC=CC=C1)C(C1(CSC=2N1CC=CCN2)O)C2=CC=CC=C2 (3-Diphenylmethyl-2,3,5,8-tetrahydrothiazolo[3,2-a][1,3]-diazepin-3-ol hydrobromide). RXN SMILES: [Br:1][CH2:2][C:3](=[O:17])[CH:4]([C:11]1[CH:16]=[CH:15][CH:14]=[CH:13][CH:12]=1)[C:5]1[CH:10]=[CH:9][CH:8]=[CH:7][CH:6]=1.[NH:18]1[CH2:24][CH:23]=[CH:22][CH2:21][NH:20][C:19]1=[S:25]>CC(C)=O>[BrH:1].[C:5]1([CH:4]([C:11]2[CH:16]=[CH:15][CH:14]=[CH:13][CH:12]=2)[C:3]2([OH:17])[N:20]3[CH2:21][CH:22]=[CH:23][CH2:24][N:18]=[C:19]3[S:25][CH2:2]2)[CH:10]=[CH:9][CH:8]=[CH:7][CH:6]=1 |f:3.4|. Procedure details: This 1-bromo-3,3-diphenyl-2-propanone is dissolved in 50 ml. of acetone and added to a warm solution of 1.28 g. of 1,3,4,7-tetrahydro-2H-1,3-diazepin-2-thione in 100 ml. of acetone. The reaction mixture is warmed, with stirring, for 3 hours and then stirred for 72 hours. The mixture is cooled and the resulting solid is collected by filtration, giving the desired product.